describe an organic reaction: reactants, conditions, products, and yield From a dataset of the Open Reaction Database (ORD), a public repository of structured organic reaction records. Reactants: C1COCCO1, COC(=O)c1cc(Cc2c(C)c(OC)c(OC)c(OC)c2OC)ccc1-c1ccncc1, [Na+], [OH-], O. Product: COc1c(C)c(Cc2ccc(-c3ccncc3)c(C(=O)O)c2)c(OC)c(OC)c1OC. Reaction SMILES: [CH2:35]1[O:36][CH2:37][CH2:38][O:39][CH2:40]1.[CH3:1][O:2][c:3]1[c:4]([CH3:32])[c:5]([CH2:6][c:7]2[cH:8][cH:9][c:10](-[c:17]3[cH:18][cH:19][n:20][cH:21][cH:22]3)[c:11]([C:12](=[O:13])[O:14][CH3:15])[cH:16]2)[c:23]([O:30][CH3:31])[c:24]([O:28][CH3:29])[c:25]1[O:26][CH3:27].[Na+:34].[OH-:33].[OH2:41]>>[CH3:1][O:2][c:3]1[c:4]([CH3:32])[c:5]([CH2:6][c:7]2[cH:8][cH:9][c:10](-[c:17]3[cH:18][cH:19][n:20][cH:21][cH:22]3)[c:11]([C:12](=[O:13])[OH:14])[cH:16]2)[c:23]([O:30][CH3:31])[c:24]([O:28][CH3:29])[c:25]1[O:26][CH3:27]. Reactants: CNC(=O)C1=NC=CC(=C1)OC1=CC(=C(C=C1)NC(=O)NC1=CC(=C(C=C1)Cl)C(F)(F)F)F (4{4-[3-(4-chloro-3-trifluoromethylphenyl)-ureido]-3-fluorophenoxy}-pyridine-2-carboxylic acid methylamide), base, Cl.O1CCOCC1 (HCl dioxane). The solvent is O1CCCC1 (tetrahydrofuran). Yields the product Cl.CNC(=O)C1=NC=CC(=C1)OC1=CC(=C(C=C1)NC(=O)NC1=CC(=C(C=C1)Cl)C(F)(F)F)F (4{4-[3-(4-chloro-3-trifluoromethylphenyl)-ureido]-3-fluorophenoxy}-pyridine-2-carboxylic acid methylamide hydrochloride). As a reaction SMILES: [CH3:1][NH:2][C:3]([C:5]1[CH:10]=[C:9]([O:11][C:12]2[CH:17]=[CH:16][C:15]([NH:18][C:19]([NH:21][C:22]3[CH:27]=[CH:26][C:25]([Cl:28])=[C:24]([C:29]([F:32])([F:31])[F:30])[CH:23]=3)=[O:20])=[C:14]([F:33])[CH:13]=2)[CH:8]=[CH:7][N:6]=1)=[O:4].Cl.O1CCOCC1>O1CCCC1>[ClH:28].[CH3:1][NH:2][C:3]([C:5]1[CH:10]=[C:9]([O:11][C:12]2[CH:17]=[CH:16][C:15]([NH:18][C:19]([NH:21][C:22]3[CH:27]=[CH:26][C:25]([Cl:28])=[C:24]([C:29]([F:32])([F:31])[F:30])[CH:23]=3)=[O:20])=[C:14]([F:33])[CH:13]=2)[CH:8]=[CH:7][N:6]=1)=[O:4] |f:1.2,4.5|. Procedure details: The compound of example 1 as a free base (2.0 g) was dissolved in anhydrous tetrahydrofuran (15 mL) and a 4M HCl/dioxane was added (excess). The solution was then concentrated in vacuo to afford 2.32 grams of off-white solids. The crude salt was dissolved in hot ethanol (125 mL), activated carbon was added and the mixture heated at reflux for 15 minutes. The hot suspension was filtered through a pad of Celite 521 and allowed to cool to room temperature. The flask was placed in a freezer overnigh...